This data is from the Open Reaction Database (ORD), a public repository of structured organic reaction records. The task is: describe an organic reaction: reactants, conditions, products, and yield Starting materials: O (Water), FC1=CC=C(C#N)C=C1 (4-fluorobenzonitrile), C(=O)C=1C=NNC1 (4-formylpyrazole), [H-].[Na+] (sodium hydride). The solvent is CN(C)C=O (DMF). Run at temperature 60 celsius. Product: C(=O)C=1C=NN(C1)C1=CC=C(C#N)C=C1 (4-(4-formyl-1H-pyrazol-1-yl)benzonitrile). RXN SMILES: F[C:2]1[CH:9]=[CH:8][C:5]([C:6]#[N:7])=[CH:4][CH:3]=1.[CH:10]([C:12]1[CH:13]=[N:14][NH:15][CH:16]=1)=[O:11].[H-].[Na+].O>CN(C=O)C>[CH:10]([C:12]1[CH:13]=[N:14][N:15]([C:2]2[CH:9]=[CH:8][C:5]([C:6]#[N:7])=[CH:4][CH:3]=2)[CH:16]=1)=[O:11] |f:2.3|. Reported procedure: To a mixture of 4-fluorobenzonitrile (2.49 g, 20.6 mmol) and 4-formylpyrazole (1.98 g, 20.6 mmo) in 50 mL of DMF at 0° C. was added 95% sodium hydride (0.54 g, 22.7 mmol) under nitrogen. The mixture was heated to 60° C. for 6 hours and cooled to room temperature. Water was added carefully and the mixture was then extracted with ethyl acetate. The combined extracts were washed with water and brine, and then dried over sodium sulfate, filtered, and concentrated in vacuo to provide crude 4-(4-formy... Reaction SMILES: [CH3:24][CH2:25][OH:26].[CH:3]1([C:6](=[O:7])[c:8]2[cH:9][cH:10][c:11](-[c:14]3[c:15]([CH3:23])[n:16][c:17]([NH:19][C:20](=[O:21])[CH3:22])[s:18]3)[cH:12][cH:13]2)[CH2:4][CH2:5]1.[Na+:2].[OH-:1]>>[CH:3]1([C:6](=[O:7])[c:8]2[cH:9][cH:10][c:11](-[c:14]3[c:15]([CH3:23])[n:16][c:17]([NH2:19])[s:18]3)[cH:12][cH:13]2)[CH2:4][CH2:5]1. Yields the product Cc1nc(N)sc1-c1ccc(C(=O)C2CC2)cc1. The reactants are CCO, CC(=O)Nc1nc(C)c(-c2ccc(C(=O)C3CC3)cc2)s1, [Na+], [OH-].